From a dataset of the Open Reaction Database (ORD), a public repository of structured organic reaction records. describe an organic reaction: reactants, conditions, products, and yield Reactants: CN(CCCN)CCCN (3,3'-diamino-N-methyldipropylamine), ice water, [N-]1C=NC=C1 (imidazolide), C(C)C1=CC=C2N=C3C(=CC=CC3=CC2=C1)C(=O)O (7-ethylacridine-4-carboxylic acid), C1=CN(C=N1)C(=O)N2C=CN=C2 (CDI), CN(C)C=O (DMF). The solvent is C1CCOC1 (THF). Conditions: time 8 hour. Yields the product C(C)C1=CC=C2N=C3C(=CC=CC3=CC2=C1)C(=O)NCCCN(C)CCCNC(=O)C1=CC=CC2=CC3=CC(=CC=C3N=C12)CC (bis[(7-ethylacridine-4-carboxamido)-propyl]methylamine). Yield: 47.0%. Reaction SMILES: [CH2:1]([C:3]1[CH:16]=[C:15]2[C:6]([N:7]=[C:8]3[C:13](=[CH:14]2)[CH:12]=[CH:11][CH:10]=[C:9]3[C:17](O)=[O:18])=[CH:5][CH:4]=1)[CH3:2].C1N=CN([C:25]([N:27]2[CH:31]=N[CH:29]=[CH:28]2)=O)C=1.C[N:33]([CH2:38][CH2:39][CH2:40]N)[CH2:34][CH2:35][CH2:36]N.[N-]1[CH:46]=[CH:45][N:44]=C1.[CH3:47][N:48]([CH:50]=[O:51])C>C1COCC1>[CH2:14]([C:15]1[CH:40]=[C:39]2[C:38]([N:33]=[C:34]3[C:35](=[CH:36]2)[CH:4]=[CH:3][CH:1]=[C:2]3[C:50]([NH:48][CH2:47][CH2:29][CH2:28][N:27]([CH2:31][CH2:46][CH2:45][NH:44][C:17]([C:9]2[C:8]3[C:13](=[CH:14][C:15]4[C:6]([N:7]=3)=[CH:5][CH:4]=[C:3]([CH2:1][CH3:2])[CH:16]=4)[CH:12]=[CH:11][CH:10]=2)=[O:18])[CH3:25])=[O:51])=[CH:5][CH:6]=1)[CH3:13]. Procedure details: The above acridine acid (0.30 g, 1.2 mmol) was reacted with CDI (0.38 g, 2.39 mmol) in dry DMF (50 mL) for 4 h at 50° C. The DMF was removed under reduced pressure, and the resulting oil was dissolved in a mixture of petroleum ether and CH2Cl2 (20 mL, 3:1). Upon cooling, the imidazolide crystallized out and this crude material was used in the following coupling reaction. The coupling was carried out by dissolving 3,3'-diamino-N-methyldipropylamine (0.09 g) in THF (50 mL), cooling to 0° C. (ice/w... The reactants are CC1=C(C#N)C(c2cc3c(NC(=O)c4ccccc4)nccc3o2)C(C#N)=C(C)N1, CC(=O)O, Cl, [Na+], [Na+], O=C([O-])[O-]. Product: CC1=C(C#N)C(c2cc3c(N)nccc3o2)C(C#N)=C(C)N1. As a reaction SMILES: [C:1](#[N:2])[C:3]1=[C:4]([CH3:30])[NH:5][C:6]([CH3:29])=[C:7]([C:27]#[N:28])[CH:8]1[c:9]1[cH:10][c:11]2[c:12]([NH:18][C:19](=[O:20])[c:21]3[cH:22][cH:23][cH:24][cH:25][cH:26]3)[n:13][cH:14][cH:15][c:16]2[o:17]1.[CH3:38][C:39](=[O:40])[OH:41].[ClH:31].[Na+:32].[Na+:33].[O-:34][C:35](=[O:36])[O-:37]>>[C:1](#[N:2])[C:3]1=[C:4]([CH3:30])[NH:5][C:6]([CH3:29])=[C:7]([C:27]#[N:28])[CH:8]1[c:9]1[cH:10][c:11]2[c:12]([NH2:18])[n:13][cH:14][cH:15][c:16]2[o:17]1.